This data is from the Open Reaction Database (ORD), a public repository of structured organic reaction records. The task is: describe an organic reaction: reactants, conditions, products, and yield Starting materials: COCC(=CC(=O)Nc1ccc(-c2ccccc2S(N)(=O)=O)cc1)c1cccc(C(=N)N)c1, CO, [H][H]. Yields the product COCC(CC(=O)Nc1ccc(-c2ccccc2S(N)(=O)=O)cc1)c1cccc(C(=N)N)c1. As a reaction SMILES: [CH3:1][O:2][CH2:3][C:4](=[CH:5][C:6]([NH:7][c:8]1[cH:9][cH:10][c:11](-[c:14]2[c:15]([S:20]([NH2:21])(=[O:22])=[O:23])[cH:16][cH:17][cH:18][cH:19]2)[cH:12][cH:13]1)=[O:24])[c:25]1[cH:26][c:27]([C:31](=[NH:32])[NH2:33])[cH:28][cH:29][cH:30]1.[CH3:36][OH:37].[H:34][H:35]>>[CH3:1][O:2][CH2:3][CH:4]([CH2:5][C:6]([NH:7][c:8]1[cH:9][cH:10][c:11](-[c:14]2[c:15]([S:20]([NH2:21])(=[O:22])=[O:23])[cH:16][cH:17][cH:18][cH:19]2)[cH:12][cH:13]1)=[O:24])[c:25]1[cH:26][c:27]([C:31](=[NH:32])[NH2:33])[cH:28][cH:29][cH:30]1.